Dataset: the Open Reaction Database (ORD), a public repository of structured organic reaction records. Task: describe an organic reaction: reactants, conditions, products, and yield Reactants: COC1=C(COCCCOC2=CC=C(C=C2)C2C(CN(CC2)C(=O)OC(C)(C)C)OCC2=CC(=C(C=C2)C=C)OCCCOC)C=CC=C1 (tert-butyl 4-{4-[3-(2-methoxybenzyloxy)propoxy]phenyl}-3-[3-(3-methoxypropoxy)-4-vinylbenzyloxy]piperidine-1-carboxylate). Reagents/catalysts: [Pd] (Pd/C). The solvent is C(C)N(CC)CC (triethylamine), CO (methanol). Product: C(C)C1=C(C=C(COC2CN(CCC2C2=CC=C(C=C2)OCCCOCC2=C(C=CC=C2)OC)C(=O)OC(C)(C)C)C=C1)OCCCOC (tert-Butyl 3-[4-ethyl-3-(3-methoxypropoxy)benzyloxy]-4-{4-[3-(2-methoxybenzyloxy)propoxy]phenyl}piperidine-1-carboxylate), SiO2. RXN SMILES: [CH3:1][O:2][C:3]1[CH:49]=[CH:48][CH:47]=[CH:46][C:4]=1[CH2:5][O:6][CH2:7][CH2:8][CH2:9][O:10][C:11]1[CH:16]=[CH:15][C:14]([CH:17]2[CH2:22][CH2:21][N:20]([C:23]([O:25][C:26]([CH3:29])([CH3:28])[CH3:27])=[O:24])[CH2:19][CH:18]2[O:30][CH2:31][C:32]2[CH:37]=[CH:36][C:35]([CH:38]=[CH2:39])=[C:34]([O:40][CH2:41][CH2:42][CH2:43][O:44][CH3:45])[CH:33]=2)=[CH:13][CH:12]=1>C(N(CC)CC)C.CO.[Pd]>[CH2:38]([C:35]1[CH:36]=[CH:37][C:32]([CH2:31][O:30][CH:18]2[CH:17]([C:14]3[CH:13]=[CH:12][C:11]([O:10][CH2:9][CH2:8][CH2:7][O:6][CH2:5][C:4]4[CH:46]=[CH:47][CH:48]=[CH:49][C:3]=4[O:2][CH3:1])=[CH:16][CH:15]=3)[CH2:22][CH2:21][N:20]([C:23]([O:25][C:26]([CH3:29])([CH3:28])[CH3:27])=[O:24])[CH2:19]2)=[CH:33][C:34]=1[O:40][CH2:41][CH2:42][CH2:43][O:44][CH3:45])[CH3:39]. Reported procedure: The solution of 0.090 g of tert-butyl 4-{4-[3-(2-methoxybenzyloxy)propoxy]phenyl}-3-[3-(3-methoxypropoxy)-4-vinylbenzyloxy]piperidine-1-carboxylate in 0.090 ml of triethylamine and 5.0 ml of methanol is hydrogenated in the presence of 10 mg of 10% Pd/C over 16 hours. The reaction mixture is clarified by filtration and the filtrate is concentrated by evaporation. The title compound is obtained as an orange oil from the residue by means of flash chromatography (SiO2 60F). Rf=0.23 (1:2 EtOAc-heptan...